From a dataset of the Open Reaction Database (ORD), a public repository of structured organic reaction records. describe an organic reaction: reactants, conditions, products, and yield Reactants: C1CCOC1, COC(=O)C1CC(S(=O)(=O)c2ccccc2Cl)CN1c1cc(C)nn1-c1ccc(C(F)(F)F)cc1, Cl, [Li+], [OH-], O, O. Yields the product Cc1cc(N2CC(S(=O)(=O)c3ccccc3Cl)CC2C(=O)O)n(-c2ccc(C(F)(F)F)cc2)n1. Reaction SMILES: [CH2:40]1[O:41][CH2:42][CH2:43][CH2:44]1.[CH3:1][O:2][C:3](=[O:4])[CH:5]1[N:6]([c:20]2[n:21](-[c:26]3[cH:27][cH:28][c:29]([C:32]([F:33])([F:34])[F:35])[cH:30][cH:31]3)[n:22][c:23]([CH3:25])[cH:24]2)[CH2:7][CH:8]([S:10](=[O:11])(=[O:12])[c:13]2[c:14]([Cl:19])[cH:15][cH:16][cH:17][cH:18]2)[CH2:9]1.[ClH:39].[Li+:38].[OH-:37].[OH2:36].[OH2:45]>>[O:2]=[C:3]([OH:4])[CH:5]1[N:6]([c:20]2[n:21](-[c:26]3[cH:27][cH:28][c:29]([C:32]([F:33])([F:34])[F:35])[cH:30][cH:31]3)[n:22][c:23]([CH3:25])[cH:24]2)[CH2:7][CH:8]([S:10](=[O:11])(=[O:12])[c:13]2[c:14]([Cl:19])[cH:15][cH:16][cH:17][cH:18]2)[CH2:9]1. Reactants: C(C1=CC=CC=C1)OCCN1C2=C(C3=C([C@@H](C1=O)NC([C@@](C(=O)O)(C)F)=O)C=CC=C3)C=CC=C2 ((R)—N—[(S)-5-(2-benzyloxy-ethyl)-6-oxo-6,7-dihydro-5H-dibenzo[b,d]azepin-7-yl]-2-fluoro-2-methyl-malonamic acid), FC(CCN)(C(F)(F)F)F (3,3,4,4,4-pentafluoro-butylamine), solid. Product: C(C1=CC=CC=C1)OCCN1C2=C(C3=C([C@@H](C1=O)NC([C@@](C(=O)NCCC(C(F)(F)F)(F)F)(C)F)=O)C=CC=C3)C=CC=C2 ((S)—N—[(S)-5-(2-Benzyloxy-ethyl)-6-oxo-6,7-dihydro-5H-dibenzo[b,d]azepin-7-yl]-2-fluoro-2-methyl-N′-(3,3,4,4,4-pentafluoro-butyl)-malonamide). RXN SMILES: [CH2:1]([O:8][CH2:9][CH2:10][N:11]1[C:17](=[O:18])[C@@H:16]([NH:19][C:20](=[O:27])[C@:21]([F:26])([CH3:25])[C:22](O)=[O:23])[C:15]2[CH:28]=[CH:29][CH:30]=[CH:31][C:14]=2[C:13]2[CH:32]=[CH:33][CH:34]=[CH:35][C:12]1=2)[C:2]1[CH:7]=[CH:6][CH:5]=[CH:4][CH:3]=1.[F:36][C:37]([F:45])([C:41]([F:44])([F:43])[F:42])[CH2:38][CH2:39][NH2:40]>>[CH2:1]([O:8][CH2:9][CH2:10][N:11]1[C:17](=[O:18])[C@@H:16]([NH:19][C:20](=[O:27])[C@:21]([F:26])([CH3:25])[C:22]([NH:40][CH2:39][CH2:38][C:37]([F:45])([F:36])[C:41]([F:44])([F:43])[F:42])=[O:23])[C:15]2[CH:28]=[CH:29][CH:30]=[CH:31][C:14]=2[C:13]2[CH:32]=[CH:33][CH:34]=[CH:35][C:12]1=2)[C:2]1[CH:3]=[CH:4][CH:5]=[CH:6][CH:7]=1. Procedure: Using (R)—N—[(S)-5-(2-benzyloxy-ethyl)-6-oxo-6,7-dihydro-5H-dibenzo[b,d]azepin-7-yl]-2-fluoro-2-methyl-malonamic acid and 3,3,4,4,4-pentafluoro-butylamine, the title compound was prepared in the same manner as described for example 1c. White solid (68%). MS: m/e=622(M+H+). Procedure details: 3 g of 2,3,5-tri-O-(p-nitrobenzoyl)-β-D-ribofuranosyl bromide prepared by the procedure described in Example 2 were dissolved in a mixture of 25 ml of acetone and 25 ml of dichloromethane. This solution was cooled to 5° C. and treated with a suspension of silver carbonate (1.25 g) in water (5 ml) with vigorous stirring. Stirring was continued for 90 minutes while the mixture was maintained at 5° C. The mixture was filtered and the filtrate evaporated under reduced pressure to yield a syrup. This... Yield: 65.0%. Product: [N+](=O)([O-])C1=CC=C(C(=O)O[C@H]2C(O)O[C@@H]([C@H]2OC(C2=CC=C(C=C2)[N+](=O)[O-])=O)COC(C2=CC=C(C=C2)[N+](=O)[O-])=O)C=C1 (2,3,5-tri-O-(p-nitrobenzoyl)-D-ribofuranose). Reagents/catalysts: C([O-])([O-])=O.[Ag+2] (silver carbonate). Run in O (water), ClCCl (dichloromethane), ClCCl (dichloromethane). Run at temperature 5 celsius, time 90 minute. As a reaction SMILES: [N+:1]([C:4]1[CH:43]=[CH:42][C:7]([C:8]([O:10][C@@H:11]2[C@H:15]([O:16][C:17](=[O:27])[C:18]3[CH:23]=[CH:22][C:21]([N+:24]([O-:26])=[O:25])=[CH:20][CH:19]=3)[C@@H:14]([CH2:28][O:29][C:30](=[O:40])[C:31]3[CH:36]=[CH:35][C:34]([N+:37]([O-:39])=[O:38])=[CH:33][CH:32]=3)[O:13][C@H:12]2Br)=[O:9])=[CH:6][CH:5]=1)([O-:3])=[O:2].C1C=CC=CC=1.CC(C)=[O:52]>ClCCl.O.C(=O)([O-])[O-].[Ag+2]>[N+:1]([C:4]1[CH:43]=[CH:42][C:7]([C:8]([O:10][C@@H:11]2[C@H:15]([O:16][C:17](=[O:27])[C:18]3[CH:23]=[CH:22][C:21]([N+:24]([O-:26])=[O:25])=[CH:20][CH:19]=3)[C@@H:14]([CH2:28][O:29][C:30](=[O:40])[C:31]3[CH:36]=[CH:35][C:34]([N+:37]([O-:39])=[O:38])=[CH:33][CH:32]=3)[O:13][CH:12]2[OH:52])=[O:9])=[CH:6][CH:5]=1)([O-:3])=[O:2] |f:5.6|. The reactants are [N+](=O)([O-])C1=CC=C(C(=O)O[C@H]2[C@@H](O[C@@H]([C@H]2OC(C2=CC=C(C=C2)[N+](=O)[O-])=O)COC(C2=CC=C(C=C2)[N+](=O)[O-])=O)Br)C=C1 (2,3,5-tri-O-(p-nitrobenzoyl)-β-D-ribofuranosyl bromide), C1=CC=CC=C1 (benzene), CC(=O)C (acetone). Reactants: C(C)OC1=NS(C(=C1Cl)Cl)=O (3-ethoxy-4,5-dichloroisothiazole-1-oxide), C[O-].[Na+] (sodium methoxide). Solvent: CO (methanol). Run at time 8 hour. Yields the product C(C)OC1=NS(C(=C1Cl)OC)=O (3-Ethoxy-4-chloro-5-methoxyisothiazole-1-oxide). The yield is 119.2%. RXN SMILES: [CH2:1]([O:3][C:4]1[C:8]([Cl:9])=[C:7](Cl)[S:6](=[O:11])[N:5]=1)[CH3:2].[CH3:12][O-:13].[Na+]>CO>[CH2:1]([O:3][C:4]1[C:8]([Cl:9])=[C:7]([O:13][CH3:12])[S:6](=[O:11])[N:5]=1)[CH3:2] |f:1.2|. Procedure details: To the solution of 3-ethoxy-4,5-dichloroisothiazole-1-oxide (0.12 g, 0.00056 mol) in methanol (1 ml) cooled in an ice-bath was added a solution of sodium methoxide (0.032 g, 0.00060 mol) methanol (1 ml). The solution was warmed to ambient temperature and stirred overnight. The solution was concentrated to dryness in vacuo and the residue was partitioned between chloroform (10 ml) and water (5 ml). The aqueous layer was washed with chloroform (10 ml) and the combined organic layers were washed wi... The reactants are FC1=C(N)C=CC(=C1)Br (2-fluoro-4-bromo aniline), C(C)OC=1C=C(C=CC1)B(O)O (3-ethoxyphenylboronic acid). The product is C(C)OC=1C=C(C=CC1)C1=CC(=C(C=C1)N)F (3′-ethoxy-3-fluorobiphenyl-4-amine). The yield is 44.2%. RXN SMILES: [F:1][C:2]1[CH:8]=[C:7](Br)[CH:6]=[CH:5][C:3]=1[NH2:4].[CH2:10]([O:12][C:13]1[CH:14]=[C:15](B(O)O)[CH:16]=[CH:17][CH:18]=1)[CH3:11]>>[CH2:10]([O:12][C:13]1[CH:18]=[C:17]([C:7]2[CH:6]=[CH:5][C:3]([NH2:4])=[C:2]([F:1])[CH:8]=2)[CH:16]=[CH:15][CH:14]=1)[CH3:11]. Reported procedure: The title compound (1.34 g) was prepared from 2-fluoro-4-bromo aniline (2.5 g, 13.1 mmol) and 3-ethoxyphenylboronic acid (2.8 g, 17.0 T mmol) as a pale-yellow liquid. 1H-NMR (δ ppm, DMSO-d6, 400 MHz): 7.38-7.20 (m, 3H), 7.10 (d, J 7.9, 1H), 7.07-7.05 (m, 1H), 6.83-6.76 (m, 2H), 5.24 (s, 2H), 4.06 (q, J 7, 2H), 1.32 (t, J 7, 3H). The reactants are C(C)(C)(C)OC(=O)N([C@H](C)C1=CC=CC2=CC=CC=C12)C[C@H]1CN(C[C@@H]1C1=CC=CC=C1)C(CCCCC(=O)OC)=O (methyl 6-[(3R,4S)-3-({(tert-butoxycarbonyl)[(1R)-1-(1-naphthyl)ethyl]amino}methyl)-4-phenylpyrrolidin-1-yl]-6-oxohexanoate), [OH-].[Na+] (sodium hydroxide). Solvent: CO (methanol). The product is C(C)(C)(C)OC(=O)N([C@H](C)C1=CC=CC2=CC=CC=C12)C[C@H]1CN(C[C@@H]1C1=CC=CC=C1)C(CCCCC(=O)O)=O (6-[(3R,4S)-3-({(tert-butoxycarbonyl)[(1R)-1-(1-naphthyl)ethyl]amino}methyl)-4-phenylpyrrolidin-1-yl]-6-oxohexanoic acid). Reaction SMILES: [C:1]([O:5][C:6]([N:8]([CH2:21][C@@H:22]1[C@@H:26]([C:27]2[CH:32]=[CH:31][CH:30]=[CH:29][CH:28]=2)[CH2:25][N:24]([C:33](=[O:42])[CH2:34][CH2:35][CH2:36][CH2:37][C:38]([O:40]C)=[O:39])[CH2:23]1)[C@@H:9]([C:11]1[C:20]2[C:15](=[CH:16][CH:17]=[CH:18][CH:19]=2)[CH:14]=[CH:13][CH:12]=1)[CH3:10])=[O:7])([CH3:4])([CH3:3])[CH3:2].[OH-].[Na+]>CO>[C:1]([O:5][C:6]([N:8]([CH2:21][C@@H:22]1[C@@H:26]([C:27]2[CH:28]=[CH:29][CH:30]=[CH:31][CH:32]=2)[CH2:25][N:24]([C:33](=[O:42])[CH2:34][CH2:35][CH2:36][CH2:37][C:38]([OH:40])=[O:39])[CH2:23]1)[C@@H:9]([C:11]1[C:20]2[C:15](=[CH:16][CH:17]=[CH:18][CH:19]=2)[CH:14]=[CH:13][CH:12]=1)[CH3:10])=[O:7])([CH3:2])([CH3:3])[CH3:4] |f:1.2|. Procedure: A 270 mg portion of methyl 6-[(3R,4S)-3-({(tert-butoxycarbonyl)[(1R)-1-(1-naphthyl)ethyl]amino}methyl)-4-phenylpyrrolidin-1-yl]-6-oxohexanoate was dissolved in 3 ml of methanol, mixed with 3 ml of 1 M sodium hydroxide aqueous solution and stirred at room temperature for 4Hours. The reaction solution was concentrated under a reduced pressure, and 1 M hydrochloric acid was added to the residue until it became pH 3.0. After extraction with chloroform and subsequent washing with saturated brine, the... Reactants: CO, Cl, Cl, O=N[O-], Nc1ccc(CC2(N)CCCC2)cc1, [Na+], O. Product: COc1ccc(CC2(N)CCCC2)cc1. Reaction SMILES: [CH3:21][OH:22].[ClH:16].[ClH:1].[N:17]([O-:18])=[O:19].[NH2:2][C:3]1([CH2:8][c:9]2[cH:10][cH:11][c:12]([NH2:15])[cH:13][cH:14]2)[CH2:4][CH2:5][CH2:6][CH2:7]1.[Na+:20].[OH2:23]>>[NH2:2][C:3]1([CH2:8][c:9]2[cH:10][cH:11][c:12]([O:22][CH3:21])[cH:13][cH:14]2)[CH2:4][CH2:5][CH2:6][CH2:7]1.